Dataset: the Open Reaction Database (ORD), a public repository of structured organic reaction records. Task: describe an organic reaction: reactants, conditions, products, and yield The reactants are ClC1=CC(=C(CN2N=CC3=CC(=CC=C23)\C=C/2\C(NC(S2)=O)=O)C=C1)C(F)(F)F ((5Z)-5-({1-[4-chloro-2-(trifluoromethyl)benzyl]-1H-indazol-5-yl}methylidene)-2,4-dioxo-1,3-thiazolidine), S1C(=NC=C1)CO (thiazol-2-yl-methanol). Product: ClC1=CC(=C(CN2N=CC3=CC(=CC=C23)\C=C/2\C(N(C(S2)=O)CC=2SC=CN2)=O)C=C1)C(F)(F)F ((5Z)-5-({1-[4-Chloro-2-(trifluoromethyl)benzyl]-1H-indazol-5-yl}methylidene)-3-(1,3-thiazol-2-ylmethyl)-1,3-thiazolidine-2,4-dione). As a reaction SMILES: [Cl:1][C:2]1[CH:25]=[CH:24][C:5]([CH2:6][N:7]2[C:15]3[C:10](=[CH:11][C:12](/[CH:16]=[C:17]4/[C:18](=[O:23])[NH:19][C:20](=[O:22])[S:21]/4)=[CH:13][CH:14]=3)[CH:9]=[N:8]2)=[C:4]([C:26]([F:29])([F:28])[F:27])[CH:3]=1.[S:30]1[CH:34]=[CH:33][N:32]=[C:31]1[CH2:35]O>>[Cl:1][C:2]1[CH:25]=[CH:24][C:5]([CH2:6][N:7]2[C:15]3[C:10](=[CH:11][C:12](/[CH:16]=[C:17]4/[C:18](=[O:23])[N:19]([CH2:35][C:31]5[S:30][CH:34]=[CH:33][N:32]=5)[C:20](=[O:22])[S:21]/4)=[CH:13][CH:14]=3)[CH:9]=[N:8]2)=[C:4]([C:26]([F:27])([F:29])[F:28])[CH:3]=1. Procedure details: (5Z)-5-({1-[4-Chloro-2-(trifluoromethyl)benzyl]-1H-indazol-5-yl}methylidene)-3-(1,3-thiazol-2-ylmethyl)-1,3-thiazolidine-2,4-dione was prepared from [(5Z)-5-({1-[4-chloro-2-(trifluoromethyl)benzyl]-1H-indazol-5-yl}methylidene)-2,4-dioxo-1,3-thiazolidine (from Example 1) and thiazol-2-yl-methanol following General Procedure J. Reactants: O=C([O-])[O-], CS(C)=O, O=C(O)Cc1c(F)cc(F)cc1F, CCI, [K+], [K+]. Yields the product CCOC(=O)Cc1c(F)cc(F)cc1F. As a reaction SMILES: [C:17](=[O:18])([O-:19])[O-:20].[CH3:23][S:24]([CH3:25])=[O:26].[F:1][c:2]1[c:3]([CH2:10][C:11](=[O:12])[OH:13])[c:4]([F:9])[cH:5][c:6]([F:8])[cH:7]1.[I:14][CH2:15][CH3:16].[K+:21].[K+:22]>>[F:1][c:2]1[c:3]([CH2:10][C:11](=[O:12])[O:13][CH2:15][CH3:16])[c:4]([F:9])[cH:5][c:6]([F:8])[cH:7]1.